The task is: describe an organic reaction: reactants, conditions, products, and yield. This data is from the Open Reaction Database (ORD), a public repository of structured organic reaction records. The reactants are O=C1CCC(=O)N1Br, CC1(O)C(O)C(CO)OC1n1ccc2c(N)ncnc21, CN(C)C=O. Yields the product CC1(O)C(O)C(CO)OC1n1cc(Br)c2c(N)ncnc21. Reaction SMILES: [Br:21][N:22]1[C:23](=[O:24])[CH2:25][CH2:26][C:27]1=[O:28].[NH2:1][c:2]1[c:3]2[c:4]([n:5][cH:6][n:7]1)[n:8]([CH:11]1[C:12]([OH:13])([CH3:20])[CH:14]([OH:15])[CH:16]([CH2:18][OH:19])[O:17]1)[cH:9][cH:10]2.[O:29]=[CH:30][N:31]([CH3:32])[CH3:33]>>[NH2:1][c:2]1[c:3]2[c:4]([n:5][cH:6][n:7]1)[n:8]([CH:11]1[C:12]([OH:13])([CH3:20])[CH:14]([OH:15])[CH:16]([CH2:18][OH:19])[O:17]1)[cH:9][c:10]2[Br:21]. Reactants: CCCSc1nc(C(F)(F)F)ccc1C=CC(=O)O, COc1nc(OC)nc([N+]2(C)CCOCC2)n1, [Cl-], Cl, Cc1cc(CN)ccc1NS(C)(=O)=O, O. The product is CCCSc1nc(C(F)(F)F)ccc1C=CC(=O)NCc1ccc(NS(C)(=O)=O)c(C)c1. Reaction SMILES: [CH2:35]([CH2:36][CH3:37])[S:38][c:39]1[n:40][c:41]([C:50]([F:51])([F:52])[F:53])[cH:42][cH:43][c:44]1[CH:45]=[CH:46][C:47](=[O:48])[OH:49].[CH3:18][O:19][c:20]1[n:21][c:22]([O:23][CH3:24])[n:25][c:26]([N+:27]2([CH3:28])[CH2:29][CH2:30][O:31][CH2:32][CH2:33]2)[n:34]1.[Cl-:17].[ClH:15].[NH2:1][CH2:2][c:3]1[cH:4][c:5]([CH3:14])[c:6]([NH:9][S:10](=[O:11])(=[O:12])[CH3:13])[cH:7][cH:8]1.[OH2:16]>>[NH:1]([CH2:2][c:3]1[cH:4][c:5]([CH3:14])[c:6]([NH:9][S:10](=[O:11])(=[O:12])[CH3:13])[cH:7][cH:8]1)[C:47]([CH:46]=[CH:45][c:44]1[c:39]([S:38][CH2:35][CH2:36][CH3:37])[n:40][c:41]([C:50]([F:51])([F:52])[F:53])[cH:42][cH:43]1)=[O:48].